This data is from the Open Reaction Database (ORD), a public repository of structured organic reaction records. The task is: describe an organic reaction: reactants, conditions, products, and yield The reactants are C[Si](CCOCN(C1=CC(=NC=2N1N=CC2C=2C=NC(=CC2)C2=CC=CC=C2)C2CCC(CC2)CC(=O)OCC)COCC[Si](C)(C)C)(C)C (ethyl 2-(4-(7-(bis((2-(trimethylsilyl)ethoxy)methyl)amino)-3-(6-phenylpyridin-3-yl)pyrazolo[1,5-a]pyrimidin-5-yl)cyclohexyl)acetate), BrN1C(CCC1=O)=O (N-bromosuccinimide). Run in C(C)#N (acetonitrile). Conditions: time 18 hour. Product: C[Si](CCOCN(C1=C(C(=NC=2N1N=CC2C=2C=NC(=CC2)C2=CC=CC=C2)C2CCC(CC2)CC(=O)OCC)Br)COCC[Si](C)(C)C)(C)C (Ethyl 2-(4-(7-(bis((2-(trimethylsilyl)ethoxy)methyl)amino)-6-bromo-3-(6-phenylpyridin-3-yl)pyrazolo[1,5-a]pyrimidin-5-yl)cyclohexyl)acetate). As a reaction SMILES: [CH3:1][Si:2]([CH3:50])([CH3:49])[CH2:3][CH2:4][O:5][CH2:6][N:7]([CH2:41][O:42][CH2:43][CH2:44][Si:45]([CH3:48])([CH3:47])[CH3:46])[C:8]1[N:13]2[N:14]=[CH:15][C:16]([C:17]3[CH:18]=[N:19][C:20]([C:23]4[CH:28]=[CH:27][CH:26]=[CH:25][CH:24]=4)=[CH:21][CH:22]=3)=[C:12]2[N:11]=[C:10]([CH:29]2[CH2:34][CH2:33][CH:32]([CH2:35][C:36]([O:38][CH2:39][CH3:40])=[O:37])[CH2:31][CH2:30]2)[CH:9]=1.[Br:51]N1C(=O)CCC1=O>C(#N)C>[CH3:46][Si:45]([CH3:48])([CH3:47])[CH2:44][CH2:43][O:42][CH2:41][N:7]([CH2:6][O:5][CH2:4][CH2:3][Si:2]([CH3:1])([CH3:49])[CH3:50])[C:8]1[N:13]2[N:14]=[CH:15][C:16]([C:17]3[CH:18]=[N:19][C:20]([C:23]4[CH:28]=[CH:27][CH:26]=[CH:25][CH:24]=4)=[CH:21][CH:22]=3)=[C:12]2[N:11]=[C:10]([CH:29]2[CH2:34][CH2:33][CH:32]([CH2:35][C:36]([O:38][CH2:39][CH3:40])=[O:37])[CH2:31][CH2:30]2)[C:9]=1[Br:51]. Procedure: To a solution of ethyl 2-(4-(7-(bis((2-(trimethylsilyl)ethoxy)methyl)amino)-3-(6-phenylpyridin-3-yl)pyrazolo[1,5-a]pyrimidin-5-yl)cyclohexyl)acetate (Int-5n, 512 mg, 715 μmol) in acetonitrile (15 mL) was added N-bromosuccinimide (153 mg, 858 μmol). The resulting solution was allowed to stir at room temperature for 18 hours. After 18 hours, the solvent was reduced in vacuo and the title compound was purified via silica gel chromatography. Reactants: COc1ccc(C2=NN(C3CCNCC3)C(=O)C2(C)C)cc1OC, O=S(=O)(Cl)c1ccc(C(F)(F)F)cc1Cl. The product is COc1ccc(C2=NN(C3CCN(S(=O)(=O)c4ccc(C(F)(F)F)cc4Cl)CC3)C(=O)C2(C)C)cc1OC. RXN SMILES: [CH3:1][O:2][c:3]1[cH:4][c:5]([C:11]2=[N:15][N:14]([CH:16]3[CH2:17][CH2:18][NH:19][CH2:20][CH2:21]3)[C:13](=[O:22])[C:12]2([CH3:23])[CH3:24])[cH:6][cH:7][c:8]1[O:9][CH3:10].[Cl:25][c:26]1[c:27]([S:36](=[O:37])(=[O:38])[Cl:39])[cH:28][cH:29][c:30]([C:32]([F:33])([F:34])[F:35])[cH:31]1>>[CH3:1][O:2][c:3]1[cH:4][c:5]([C:11]2=[N:15][N:14]([CH:16]3[CH2:17][CH2:18][N:19]([S:36]([c:27]4[c:26]([Cl:25])[cH:31][c:30]([C:32]([F:33])([F:34])[F:35])[cH:29][cH:28]4)(=[O:37])=[O:38])[CH2:20][CH2:21]3)[C:13](=[O:22])[C:12]2([CH3:23])[CH3:24])[cH:6][cH:7][c:8]1[O:9][CH3:10]. Reactants: COC([C@H](C1CCCCC1)NC(C(CC1=CC=C(C=C1)C#N)C(N(C)CC1=CC=CC=C1)=O)=O)=O ([2-(R,S)-(Benzyl-methyl-carbamoyl)-3-(4-cyano-phenyl)-propionylamino]-(S)-cyclohexyl-acetic acid methyl ester), C(C)#N (acetonitrile). Run in FC(C(=O)O)(F)F.ClCCl (trifluoroacetic acid dichloromethane). Reaction conditions: time 10 day. The product is C(C1=CC=CC=C1)N(C(=O)C(C(=O)N[C@H](C(=O)O)C1CCCCC1)CC1=CC=C(C=C1)C#N)C ([2-(R,S)-(Benzyl-methyl-carbamoyl)-3-(4-cyano-phenyl)-propionylamino]-(S)-cyclohexyl-acetic Acid). Isolated yield 63.0%. RXN SMILES: C[O:2][C:3](=[O:35])[C@@H:4]([NH:11][C:12](=[O:34])[CH:13]([C:23](=[O:33])[N:24]([CH2:26][C:27]1[CH:32]=[CH:31][CH:30]=[CH:29][CH:28]=1)[CH3:25])[CH2:14][C:15]1[CH:20]=[CH:19][C:18]([C:21]#[N:22])=[CH:17][CH:16]=1)[CH:5]1[CH2:10][CH2:9][CH2:8][CH2:7][CH2:6]1.C(#N)C>FC(F)(F)C(O)=O.ClCCl>[CH2:26]([N:24]([CH3:25])[C:23]([CH:13]([CH2:14][C:15]1[CH:16]=[CH:17][C:18]([C:21]#[N:22])=[CH:19][CH:20]=1)[C:12]([NH:11][C@@H:4]([CH:5]1[CH2:10][CH2:9][CH2:8][CH2:7][CH2:6]1)[C:3]([OH:35])=[O:2])=[O:34])=[O:33])[C:27]1[CH:32]=[CH:31][CH:30]=[CH:29][CH:28]=1 |f:2.3|. Procedure: 1.5 g (3.15 mmol) of the above [2-(R,S)-(Benzyl-methyl-carbamoyl)-3-(4-cyano-phenyl)-propionylamino]-(S)-cyclohexyl-acetic acid methyl ester was suspended in water/concentrated hydrochloric acid (1/1, 40 ml) and acetonitrile (40 ml) was added to give a solution. The reaction mixture was stirred at room temperature for 10 days. The reaction mixture was concentrated in vacuo and the residue lyophilized to give the desired product in 63% yield. The reactants are I(=O)(=O)(=O)[O-].[Na+] (sodium periodate), C(C=C)C1C(C2=C(SC=C2)CC1)=O (5-allyl-4-oxo-4,5,6,7-tetrahydrobenzo[b]thiophene), O (water). Reagents/catalysts: [Os](=O)(=O)(=O)=O (osmium tetraoxide). Solvent: O1CCOCC1 (dioxane). Reaction conditions: time 3 hour. The product is O=C1C(CCC=2SC=CC21)CC=O ((4-oxo-4,5,6,7-tetrahydrobenzo[b]thiophen-5-yl)acetaldehyde). Reaction SMILES: I([O-])(=O)(=O)=O.[Na+].[CH2:7]([CH:10]1[CH2:18][CH2:17][C:13]2[S:14][CH:15]=[CH:16][C:12]=2[C:11]1=[O:19])[CH:8]=C.[OH2:20]>[Os](=O)(=O)(=O)=O.O1CCOCC1>[O:19]=[C:11]1[C:12]2[CH:16]=[CH:15][S:14][C:13]=2[CH2:17][CH2:18][CH:10]1[CH2:7][CH:8]=[O:20] |f:0.1|. Reported procedure: A 4.20 g of sodium periodate was added gradually to a mixture of 1.80 g of 5-allyl-4-oxo-4,5,6,7-tetrahydrobenzo[b]thiophene, 25 mg of osmium tetraoxide, 15 ml of water and 45 ml of dioxane, while keeping the reaction mixture at 24 to 26° C., and then the mixture was stirred at room temperature for 3 hours. After extraction of the reaction mixture with ethyl acetate, the organic layers were combined, washed with 2% sodium thiosulfate aqueous solution, water and brine in that order and then dried... The reactants are S1C(=CC=C1)C1=C(C(=O)O)C=C(C(=C1)C(=O)O)C=1SC=CC1 (2,5-dithien-2-ylterephthalic acid), C(C(=O)Cl)(=O)Cl (oxalyl chloride), CN(C)C=O (DMF), C(Cl)Cl (DCM). Run at temperature 23 celsius, time 10 minute. Yields the product S1C(=CC=C1)C1=C(C(=O)Cl)C=C(C(=C1)C(=O)Cl)C=1SC=CC1 (2,5-dithien-2-ylterephthalic acid chloride). Yield: 97.0%. RXN SMILES: [S:1]1[CH:5]=[CH:4][CH:3]=[C:2]1[C:6]1[CH:14]=C(C(O)=O)[C:12]([C:18]2[S:19][CH:20]=[CH:21][CH:22]=2)=[CH:11][C:7]=1[C:8](O)=[O:9].[C:23](Cl)(=O)[C:24]([Cl:26])=[O:25].CN(C=O)C.C(Cl)[Cl:35]>>[S:1]1[CH:5]=[CH:4][CH:3]=[C:2]1[C:6]1[CH:14]=[C:23]([C:24]([Cl:26])=[O:25])[C:12]([C:18]2[S:19][CH:20]=[CH:21][CH:22]=2)=[CH:11][C:7]=1[C:8]([Cl:35])=[O:9]. Reported procedure: To a solution of 2,5-dithien-2-ylterephthalic acid (4.06 g, 12.29 mmol) and oxalyl chloride (3.12 g, 24.58 mmol) in DCM (100 cm3) is added DMF (1 cm3) at 0° C. After 10 minutes, this mixture is allowed to warm to 23° C. and stirred overnight. The solvent is removed under reduced pressure to give the crude product as a yellow oil (4.38 g, 97%). 1H NMR (300 MHz, CDCl3): δ(ppm) 7.90 (s, 2H, Ar—H), 7.51 (dd, J=4.9 and 1.4 Hz, 2H, Ar—H), 7.13-7.20 (m, 4H, Ar—H). This product is used for next step wit... Reactants: ClC1=C(C=CC=C1)N1N=NC(=C1C)C=1CCN(CC1)C(=O)OC(C)(C)C (tert-Butyl 4-[1-(2-chlorophenyl)-5-methyl-1H-[1,2,3]-triazol-4-yl]-1,2,3,6-tetrahydropyridine-1-carboxylate). Solvent: Cl (hydrochloric acid). Run at time 3.5 hour. Yields the product Cl.ClC1=C(C=CC=C1)N1N=NC(=C1C)C=1CCNCC1 (4-[1-(2-chlorophenyl)-5-methyl-1H-[1,2,3]triazol-4-yl]-1,2,3,6-tetrahydropyridine hydrochloride). As a reaction SMILES: [Cl:1][C:2]1[CH:7]=[CH:6][CH:5]=[CH:4][C:3]=1[N:8]1[C:12]([CH3:13])=[C:11]([C:14]2[CH2:15][CH2:16][N:17](C(OC(C)(C)C)=O)[CH2:18][CH:19]=2)[N:10]=[N:9]1>Cl>[ClH:1].[Cl:1][C:2]1[CH:7]=[CH:6][CH:5]=[CH:4][C:3]=1[N:8]1[C:12]([CH3:13])=[C:11]([C:14]2[CH2:15][CH2:16][NH:17][CH2:18][CH:19]=2)[N:10]=[N:9]1 |f:2.3|. Procedure: tert-Butyl 4-[1-(2-chlorophenyl)-5-methyl-1H-[1,2,3]-triazol-4-yl]-1,2,3,6-tetrahydropyridine-1-carboxylate (40 mg) prepared in Example 10 was dissolved in 10% methanolic hydrochloric acid and stirred at room temperature for 3.5 hours and the solvent was evaporated in vacuo to give the title compound as a mixture. Reactants: C=CC1CC1(NC(=O)C1CC(Oc2cc(-c3ccccc3)nc3cc(OC)ccc23)CN1C(=O)C(NC(=O)OC)C(C)(C)C)C(=O)OCC, C1CCOC1, CO, Cl, [Li+], [OH-], O, O. Yields the product C=CC1CC1(NC(=O)C1CC(Oc2cc(-c3ccccc3)nc3cc(OC)ccc23)CN1C(=O)C(NC(=O)OC)C(C)(C)C)C(=O)O. RXN SMILES: [CH2:1]([CH3:2])[O:3][C:4](=[O:5])[C:6]1([NH:11][C:12](=[O:13])[CH:14]2[N:15]([C:38]([CH:39]([C:40]([CH3:41])([CH3:42])[CH3:43])[NH:44][C:45](=[O:46])[O:47][CH3:48])=[O:49])[CH2:16][CH:17]([O:19][c:20]3[cH:21][c:22](-[c:32]4[cH:33][cH:34][cH:35][cH:36][cH:37]4)[n:23][c:24]4[cH:25][c:26]([O:30][CH3:31])[cH:27][cH:28][c:29]34)[CH2:18]2)[CH:7]([CH:9]=[CH2:10])[CH2:8]1.[CH2:54]1[O:55][CH2:56][CH2:57][CH2:58]1.[CH3:59][OH:60].[ClH:53].[Li+:52].[OH-:51].[OH2:50].[OH2:61]>>[O:3]=[C:4]([OH:5])[C:6]1([NH:11][C:12](=[O:13])[CH:14]2[N:15]([C:38]([CH:39]([C:40]([CH3:41])([CH3:42])[CH3:43])[NH:44][C:45](=[O:46])[O:47][CH3:48])=[O:49])[CH2:16][CH:17]([O:19][c:20]3[cH:21][c:22](-[c:32]4[cH:33][cH:34][cH:35][cH:36][cH:37]4)[n:23][c:24]4[cH:25][c:26]([O:30][CH3:31])[cH:27][cH:28][c:29]34)[CH2:18]2)[CH:7]([CH:9]=[CH2:10])[CH2:8]1. Starting materials: BrC=1C=CC=2N(C1)C(=NN2)C(=O)N2CCC(CC2)C2=C(C=CC(=C2)Cl)C(F)(F)F ((6-bromo-[1,2,4]triazolo[4,3-a]pyridin-3-yl)(4-(5-chloro-2-(trifluoromethyl)phenyl)piperidin-1-yl)methanone), CN(C)C=O (DMF). The reagents and catalysts are [C-]#N.[Zn+2].[C-]#N (zinc cyanide), C=1C=CC(=CC1)[P](C=2C=CC=CC2)(C=3C=CC=CC3)[Pd]([P](C=4C=CC=CC4)(C=5C=CC=CC5)C=6C=CC=CC6)([P](C=7C=CC=CC7)(C=8C=CC=CC8)C=9C=CC=CC9)[P](C=1C=CC=CC1)(C=1C=CC=CC1)C=1C=CC=CC1 (tetrakis(triphenylphosphine)palladium). The solvent is O (water). Conditions: temperature 130 celsius. Yields the product ClC=1C=CC(=C(C1)C1CCN(CC1)C(=O)C1=NN=C2N1C=C(C=C2)C#N)C(F)(F)F (3-(4-(5-chloro-2-(trifluoromethyl)phenyl)piperidine-1-carbonyl)-[1,2,4]triazolo[4,3-a]pyridine-6-carbonitrile). Isolated yield 63.0%. Reaction SMILES: Br[C:2]1[CH:3]=[CH:4][C:5]2[N:6]([C:8]([C:11]([N:13]3[CH2:18][CH2:17][CH:16]([C:19]4[CH:24]=[C:23]([Cl:25])[CH:22]=[CH:21][C:20]=4[C:26]([F:29])([F:28])[F:27])[CH2:15][CH2:14]3)=[O:12])=[N:9][N:10]=2)[CH:7]=1.[CH3:30][N:31](C=O)C>O.[C-]#N.[Zn+2].[C-]#N.C1C=CC([P]([Pd]([P](C2C=CC=CC=2)(C2C=CC=CC=2)C2C=CC=CC=2)([P](C2C=CC=CC=2)(C2C=CC=CC=2)C2C=CC=CC=2)[P](C2C=CC=CC=2)(C2C=CC=CC=2)C2C=CC=CC=2)(C2C=CC=CC=2)C2C=CC=CC=2)=CC=1>[Cl:25][C:23]1[CH:22]=[CH:21][C:20]([C:26]([F:29])([F:28])[F:27])=[C:19]([CH:16]2[CH2:17][CH2:18][N:13]([C:11]([C:8]3[N:6]4[CH:7]=[C:2]([C:30]#[N:31])[CH:3]=[CH:4][C:5]4=[N:10][N:9]=3)=[O:12])[CH2:14][CH2:15]2)[CH:24]=1 |f:3.4.5,^1:44,46,65,84|. Procedure: A mixture of (6-bromo-[1,2,4]triazolo[4,3-a]pyridin-3-yl)(4-(5-chloro-2-(trifluoromethyl)phenyl)piperidin-1-yl)methanone (0.205 g, 0.42 mmol), zinc cyanide (0.099 g, 0.840 mmol), tetrakis(triphenylphosphine)palladium (0.048 g, 0.042 mmol), and DMF (4 mL) was heated under microwave irradiation at 130° C. for 30 min. After cooling to ambient temperature, the mixture was diluted with water (80 mL) and extracted with ethyl acetate (80 mL). The extract was washed with brine (2×80 mL), dried (Na2SO4),...